Dataset: the Open Reaction Database (ORD), a public repository of structured organic reaction records. Task: describe an organic reaction: reactants, conditions, products, and yield Starting materials: COc1ccccc1Oc1c(Cl)nc(Cl)nc1NS(=O)(=O)c1ccc(C(C)(C)C)cc1, C1COCCN1, CS(C)=O, Cl, O. Product: COc1ccccc1Oc1c(Cl)nc(N2CCOCC2)nc1NS(=O)(=O)c1ccc(C(C)(C)C)cc1. RXN SMILES: [C:1]([CH3:2])([CH3:3])([CH3:4])[c:5]1[cH:6][cH:7][c:8]([S:11](=[O:12])(=[O:13])[NH:14][c:15]2[n:16][c:17]([Cl:31])[n:18][c:19]([Cl:30])[c:20]2[O:21][c:22]2[c:23]([O:28][CH3:29])[cH:24][cH:25][cH:26][cH:27]2)[cH:9][cH:10]1.[CH2:32]1[CH2:33][O:34][CH2:35][CH2:36][NH:37]1.[CH3:40][S:41](=[O:42])[CH3:43].[ClH:39].[OH2:38]>>[C:1]([CH3:2])([CH3:3])([CH3:4])[c:5]1[cH:6][cH:7][c:8]([S:11](=[O:12])(=[O:13])[NH:14][c:15]2[n:16][c:17]([N:37]3[CH2:32][CH2:33][O:34][CH2:35][CH2:36]3)[n:18][c:19]([Cl:30])[c:20]2[O:21][c:22]2[c:23]([O:28][CH3:29])[cH:24][cH:25][cH:26][cH:27]2)[cH:9][cH:10]1. Reactants: ClC1=CC2=C(C(=N1)C(C)=O)C(=NN2C(C2=CC=CC=C2)(C2=CC=CC=C2)C2=CC=CC=C2)OC (1-(6-chloro-3-methoxy-1-trityl-1H-pyrazolo[4,3-c]pyridin-4-yl)ethanone), C[Mg]Br (methylmagnesium bromide). Solvent: C1CCOC1 (THF). Run at temperature -78 celsius, time 1 hour. Yields the product ClC1=CC2=C(C(=N1)C(C)(C)O)C(=NN2C(C2=CC=CC=C2)(C2=CC=CC=C2)C2=CC=CC=C2)OC (2-(6-chloro-3-methoxy-1-trityl-1H-pyrazolo[4,3-c]pyridin-4-yl)propan-2-ol). As a reaction SMILES: [Cl:1][C:2]1[N:7]=[C:6]([C:8](=[O:10])[CH3:9])[C:5]2[C:11]([O:33][CH3:34])=[N:12][N:13]([C:14]([C:27]3[CH:32]=[CH:31][CH:30]=[CH:29][CH:28]=3)([C:21]3[CH:26]=[CH:25][CH:24]=[CH:23][CH:22]=3)[C:15]3[CH:20]=[CH:19][CH:18]=[CH:17][CH:16]=3)[C:4]=2[CH:3]=1.[CH3:35][Mg]Br>C1COCC1>[Cl:1][C:2]1[N:7]=[C:6]([C:8]([OH:10])([CH3:35])[CH3:9])[C:5]2[C:11]([O:33][CH3:34])=[N:12][N:13]([C:14]([C:15]3[CH:20]=[CH:19][CH:18]=[CH:17][CH:16]=3)([C:27]3[CH:32]=[CH:31][CH:30]=[CH:29][CH:28]=3)[C:21]3[CH:22]=[CH:23][CH:24]=[CH:25][CH:26]=3)[C:4]=2[CH:3]=1. Reported procedure: In an oven dried flask and under a nitrogen gas atomosphere, 1-(6-chloro-3-methoxy-1-trityl-1H-pyrazolo[4,3-c]pyridin-4-yl)ethanone (39B, 110 mg, 0.235 mmol) was dissolved in THF (2.0 ml) cooled to −78° C. and charged with methylmagnesium bromide (0.470 ml, 0.470 mmol). The reaction was allowed to stir for 1 hr, eventually reaching 0° C. The reaction was slowly quenched with saturated ammonium chloride (3 mL) and partioned between EtOAc 2×10 mL, washed with brine, dried over MgSO4, filtered, and... The reactants are C1CCOC1, CC(C)(C)[O-], CC(=O)c1ccc(-c2ccc(C(F)(F)F)cc2)cc1C, COC[P+](c1ccccc1)(c1ccccc1)c1ccccc1, [Cl-], [K+]. Yields the product COC=C(C)c1ccc(-c2ccc(C(F)(F)F)cc2)cc1C. As a reaction SMILES: [CH2:50]1[O:51][CH2:52][CH2:53][CH2:54]1.[CH3:1][C:2]([CH3:3])([O-:4])[CH3:5].[CH3:30][c:31]1[cH:32][c:33](-[c:40]2[cH:41][cH:42][c:43]([C:46]([F:47])([F:48])[F:49])[cH:44][cH:45]2)[cH:34][cH:35][c:36]1[C:37]([CH3:38])=[O:39].[CH3:8][O:9][CH2:10][P+:11]([c:12]1[cH:13][cH:14][cH:15][cH:16][cH:17]1)([c:18]1[cH:19][cH:20][cH:21][cH:22][cH:23]1)[c:24]1[cH:25][cH:26][cH:27][cH:28][cH:29]1.[Cl-:7].[K+:6]>>[CH3:8][O:9][CH:10]=[C:37]([c:36]1[c:31]([CH3:30])[cH:32][c:33](-[c:40]2[cH:41][cH:42][c:43]([C:46]([F:47])([F:48])[F:49])[cH:44][cH:45]2)[cH:34][cH:35]1)[CH3:38]. Reactants: N(=NC(=O)OC(C)C)C(=O)OC(C)C (Diisopropyl azodicarboxylate), product, FC=1C=C(C=CC1S(=O)(=O)C1=CC=CC=C1)C=1C(=CC=C(C1)F)O (3′,5-Difluoro-4′-(phenylsulfonyl)biphenyl-2-ol), C([C@H](O)C)(=O)OC(C)(C)C (tert-butyl (R)-(+)-lactate), C1(=CC=CC=C1)P(C1=CC=CC=C1)C1=CC=CC=C1 (triphenylphosphine). The solvent is O1CCCC1 (tetrahydrofuran). Conditions: time 8 hour. The product is FC=1C=C(C=CC1S(=O)(=O)C1=CC=CC=C1)C1=C(C=CC(=C1)F)O[C@H](C(=O)OC(C)(C)C)C (tert-Butyl (2S)-2-{[3′,5-difluoro-4′-(phenylsulfonyl)biphenyl-2-yl]oxy}propanoate). Reaction SMILES: N(C(OC(C)C)=O)=NC(OC(C)C)=O.[F:15][C:16]1[CH:17]=[C:18]([C:31]2[C:32]([OH:38])=[CH:33][CH:34]=[C:35]([F:37])[CH:36]=2)[CH:19]=[CH:20][C:21]=1[S:22]([C:25]1[CH:30]=[CH:29][CH:28]=[CH:27][CH:26]=1)(=[O:24])=[O:23].[C:39]([O:44][C:45]([CH3:48])([CH3:47])[CH3:46])(=[O:43])[C@@H:40]([CH3:42])O.C1(P(C2C=CC=CC=2)C2C=CC=CC=2)C=CC=CC=1>O1CCCC1>[F:15][C:16]1[CH:17]=[C:18]([C:31]2[CH:36]=[C:35]([F:37])[CH:34]=[CH:33][C:32]=2[O:38][C@@H:40]([CH3:42])[C:39]([O:44][C:45]([CH3:48])([CH3:47])[CH3:46])=[O:43])[CH:19]=[CH:20][C:21]=1[S:22]([C:25]1[CH:26]=[CH:27][CH:28]=[CH:29][CH:30]=1)(=[O:24])=[O:23]. Procedure: Diisopropyl azodicarboxylate (0.19 ml) was added to a solution of the product of example 2 part (iii) (250 mg), tert-butyl (R)-(+)-lactate (141 mg) and triphenylphosphine (252 mg) in tetrahydrofuran (10 ml) at 0° C. After 20 minutes the ice bath was removed and the reaction stirred at room temperature overnight. The reaction mixture was then adsorbed onto silica and purified using flash column chromatography (eluent 10% ethylacetate/hexane) to give the subtitle compound as an oil, yield 140 mg. The reactants are ClC1=NC=C(C(=O)NC)C(=C1)C1=C(C=CC=C1)C (6-chloro-N-methyl-4-o-tolyl-nicotinamide), CN1CCNCC1 (1-methylpiperazine). Run in [OH-].[Na+] (NaOH). The product is CNC(C1=CN=C(C=C1C1=C(C=CC=C1)C)N1CCN(CC1)C)=O (N-Methyl-6-(4-methyl-piperazin-1-yl)-4-o-tolyl-nicotinamide). The yield is 83.4%. As a reaction SMILES: Cl[C:2]1[CH:11]=[C:10]([C:12]2[CH:17]=[CH:16][CH:15]=[CH:14][C:13]=2[CH3:18])[C:5]([C:6]([NH:8][CH3:9])=[O:7])=[CH:4][N:3]=1.[CH3:19][N:20]1[CH2:25][CH2:24][NH:23][CH2:22][CH2:21]1>[OH-].[Na+]>[CH3:9][NH:8][C:6](=[O:7])[C:5]1[C:10]([C:12]2[CH:17]=[CH:16][CH:15]=[CH:14][C:13]=2[CH3:18])=[CH:11][C:2]([N:23]2[CH2:24][CH2:25][N:20]([CH3:19])[CH2:21][CH2:22]2)=[N:3][CH:4]=1 |f:2.3|. Procedure details: A solution of 3.2 g (12.2 mmol) 6-chloro-N-methyl-4-o-tolyl-nicotinamide in 6.7 ml (60.3 mmol) 1-methylpiperazine was stirred at 100° C. for 2.5 h. The reaction mixture was cooled to r.t., treated with 10 ml 0.1N NaOH and extracted. The aqueous phase was separated and extracted twice with THF and the organic phases were washed twice with brine. The combined organic phases were dried over Na2SO4, the solvent was removed under reduced pressure and the residue purified by chromatography over silica...